Dataset: the Open Reaction Database (ORD), a public repository of structured organic reaction records. Task: describe an organic reaction: reactants, conditions, products, and yield Starting materials: CC(=C)C(C)C (2,3-dimethyl butene), CC=1C=CC(=CC1)S(=O)(=O)NCl (Chloramine-T), [Br-].[Br-].[Br-].C1(=CC=CC=C1)[N+](C)(C)C.C1(=CC=CC=C1)[N+](C)(C)C.C1(=CC=CC=C1)[N+](C)(C)C (phenyltrimethylammonium tribromide). Solvent: C(C)#N (acetonitrile). Reaction conditions: temperature 20 celsius, time 2 day. Yields the product C(C)(C)C1(N(C1)S(=O)(=O)C1=CC=C(C=C1)C)C (2-isopropyl-2-methyl-1-[(4-methylphenyl)sulfonyl]aziridine). Yield: 51.7%. As a reaction SMILES: [CH3:1][C:2]([CH:4]([CH3:6])[CH3:5])=[CH2:3].[CH3:7][C:8]1[CH:9]=[CH:10][C:11]([S:14]([NH:17]Cl)(=[O:16])=[O:15])=[CH:12][CH:13]=1.[Br-].[Br-].[Br-].C1([N+](C)(C)C)C=CC=CC=1.C1([N+](C)(C)C)C=CC=CC=1.C1([N+](C)(C)C)C=CC=CC=1>C(#N)C>[CH:2]([C:4]1([CH3:6])[CH2:5][N:17]1[S:14]([C:11]1[CH:12]=[CH:13][C:8]([CH3:7])=[CH:9][CH:10]=1)(=[O:15])=[O:16])([CH3:1])[CH3:3] |f:2.3.4.5.6.7|. Procedure: To a solution of 2,3-dimethyl butene (300 ml, 2.42 mol) in 7.8 L of dry acetonitrile was added Chloramine-T (749.9 g, 1.1 eq) portionwise over 90 min. The temperature was maintained at approximately 20° C. To this reaction mixture was added phenyltrimethylammonium tribromide (91.4 g, 0.1 eq) in 10 g portions over 90 min. The temperature increased to 26° C. during the addition. The reaction mixture was stirred at room temperature for 2 days. The reaction mixture was concentrated down to approxima...